Dataset: the Open Reaction Database (ORD), a public repository of structured organic reaction records. Task: describe an organic reaction: reactants, conditions, products, and yield Reactants: CSc1nc(C(C)(C)C)nn1-c1c(Cl)cc(Cl)cc1Cl, CCO, O. The product is CC(C)(C)c1nc(S(C)(=O)=O)n(-c2c(Cl)cc(Cl)cc2Cl)n1. Reaction SMILES: [C:1]([CH3:2])([CH3:3])([CH3:4])[c:5]1[n:6][n:7](-[c:12]2[c:13]([Cl:20])[cH:14][c:15]([Cl:19])[cH:16][c:17]2[Cl:18])[c:8]([S:10][CH3:11])[n:9]1.[CH3:21][CH2:22][OH:23].[OH2:24]>>[C:1]([CH3:2])([CH3:3])([CH3:4])[c:5]1[n:6][n:7](-[c:12]2[c:13]([Cl:20])[cH:14][c:15]([Cl:19])[cH:16][c:17]2[Cl:18])[c:8]([S:10]([CH3:11])(=[O:23])=[O:24])[n:9]1. Reactants: teflon, C(C1=CC=CC=C1)(=O)CC#N (benzoylacetonitrile), OC1SCC(SC1)O (2,5-dihydroxy-1,4-dithiane), C(C)NCC (diethylamine). Solvent: C(C)O (ethanol). Conditions: time 2 hour. Yields the product NC=1SC=CC1C(C1=CC=CC=C1)=O (2-Amino-3-benzoylthiophene). Reaction SMILES: [C:1]([CH2:9][C:10]#[N:11])(=[O:8])[C:2]1[CH:7]=[CH:6][CH:5]=[CH:4][CH:3]=1.O[CH:13]1[CH2:18]SC(O)C[S:14]1.C(NCC)C>C(O)C>[NH2:11][C:10]1[S:14][CH:13]=[CH:18][C:9]=1[C:1](=[O:8])[C:2]1[CH:7]=[CH:6][CH:5]=[CH:4][CH:3]=1. Procedure details: A mixture of benzoylacetonitrile (1.45 g, 10 mmole), 2,5-dihydroxy-1,4-dithiane (0.76 g, 5 mmole) and diethylamine (0.73 g=1.04 mL, 10 mmole) in 4 mL absolute ethanol was heated in a teflon-sealed pressure tube for 4 hours at 50° C. with frequent stirring on a vortex mixer. By 2 hours starting materials had dissolved and shortly thereafter product began to crystallize. After refrigerating the tube overnight, the product was filtered off and washed with a little methanol to give bright yellow cry... RXN SMILES: [C:22](=[O:23])([O-:24])[O-:25].[CH:28]([N:29]([CH:30]([CH3:31])[CH3:32])[CH2:33][CH3:34])([CH3:35])[CH3:36].[Cl:1][CH2:2][CH2:3][CH2:4][CH:5]1[CH2:6][CH2:7][c:8]2[c:9]([c:10](-[c:13]3[c:14]([F:19])[cH:15][cH:16][cH:17][cH:18]3)[n:11][o:12]2)[C:20]1=[O:21].[I-:53].[K+:26].[K+:27].[K+:52].[N:37]1([c:43]2[n:44][s:45][c:46]3[c:47]2[cH:48][cH:49][cH:50][cH:51]3)[CH2:38][CH2:39][NH:40][CH2:41][CH2:42]1.[O:54]=[CH:55][N:56]([CH3:57])[CH3:58]>>[CH2:2]([CH2:3][CH2:4][CH:5]1[CH2:6][CH2:7][c:8]2[c:9]([c:10](-[c:13]3[c:14]([F:19])[cH:15][cH:16][cH:17][cH:18]3)[n:11][o:12]2)[C:20]1=[O:21])[N:40]1[CH2:39][CH2:38][N:37]([c:43]2[n:44][s:45][c:46]3[c:47]2[cH:48][cH:49][cH:50][cH:51]3)[CH2:42][CH2:41]1. Reactants: O=C([O-])[O-], CCN(C(C)C)C(C)C, O=C1c2c(-c3ccccc3F)noc2CCC1CCCCl, [I-], [K+], [K+], [K+], c1ccc2c(N3CCNCC3)nsc2c1, CN(C)C=O. Product: O=C1c2c(-c3ccccc3F)noc2CCC1CCCN1CCN(c2nsc3ccccc23)CC1. Starting materials: O=C(OO)c1cccc(Cl)c1, CS(=O)c1ccc(N2CC(CN=[N+]=[N-])OC2=O)cc1F, CCSc1ccc(N2CC(CN=[N+]=[N-])OC2=O)cc1F. The product is CCS(=O)c1ccc(N2CC(CN=[N+]=[N-])OC2=O)cc1F. As a reaction SMILES: [Cl:41][c:42]1[cH:43][c:44]([C:48]([O:49][OH:50])=[O:51])[cH:45][cH:46][cH:47]1.[N:1](=[N+:2]=[N-:3])[CH2:4][CH:5]1[CH2:6][N:7]([c:11]2[cH:12][c:13]([F:20])[c:14]([S:17](=[O:18])[CH3:19])[cH:15][cH:16]2)[C:8](=[O:10])[O:9]1.[N:21]([CH2:24][CH:22]1[O:23][C:25](=[O:26])[N:27]([c:28]2[cH:29][cH:30][c:31]([S:32][CH2:33][CH3:34])[c:35]([F:36])[cH:37]2)[CH2:38]1)=[N+:39]=[N-:40]>>[N:1](=[N+:2]=[N-:3])[CH2:4][CH:5]1[CH2:6][N:7]([c:11]2[cH:12][c:13]([F:20])[c:14]([S:17](=[O:18])[CH2:19][CH3:24])[cH:15][cH:16]2)[C:8](=[O:10])[O:9]1. Reactants: C([O-])([O-])=O.[Na+].[Na+] (sodium carbonate), BrC=1C(=NN2C1OCCC2)C2=CC=CC=C2 (3-bromo-2-phenyl-6,7-dihydro-5H-pyrazolo[5,1-b][1,3]oxazine), CC1(OB(OC1(C)C)C1=CC(=NC=C1)NC(OC(C)(C)C)=O)C (tert-butyl [4-(4,4,5,5-tetramethyl-1,3,2-dioxaborolan-2-yl)pyridin-2-yl]carbamate). Reagents/catalysts: C1CCC(CC1)P(C2CCCCC2)C3CCCCC3.C1CCC(CC1)P(C2CCCCC2)C3CCCCC3.[Cl-].[Cl-].[Pd+2] (Bis(tricyclohexylphosphine)palladium(II)-dichloride). The solvent is O1CCOCC1 (1,4-dioxan). Conditions: temperature 150 celsius. Yields the product C1(=CC=CC=C1)C1=NN2C(OCCC2)=C1C1=CC(=NC=C1)N (4-(2-phenyl-6,7-dihydro-5H-pyrazolo[5,1-b][1,3]oxazin-3-yl)pyridin-2-amine). As a reaction SMILES: Br[C:2]1[C:3]([C:11]2[CH:16]=[CH:15][CH:14]=[CH:13][CH:12]=2)=[N:4][N:5]2[CH2:10][CH2:9][CH2:8][O:7][C:6]=12.CC1(C)C(C)(C)OB([C:25]2[CH:30]=[CH:29][N:28]=[C:27]([NH:31]C(=O)OC(C)(C)C)[CH:26]=2)O1.C(=O)([O-])[O-].[Na+].[Na+]>O1CCOCC1.C1CCC(P(C2CCCCC2)C2CCCCC2)CC1.C1CCC(P(C2CCCCC2)C2CCCCC2)CC1.[Cl-].[Cl-].[Pd+2]>[C:11]1([C:3]2[C:2]([C:25]3[CH:30]=[CH:29][N:28]=[C:27]([NH2:31])[CH:26]=3)=[C:6]3[O:7][CH2:8][CH2:9][CH2:10][N:5]3[N:4]=2)[CH:16]=[CH:15][CH:14]=[CH:13][CH:12]=1 |f:2.3.4,6.7.8.9.10|. Procedure: 3-bromo-2-phenyl-6,7-dihydro-5H-pyrazolo[5,1-b][1,3]oxazine (700 mg, 2.25 mmol) and tert-butyl [4-(4,4,5,5-tetramethyl-1,3,2-dioxaborolan-2-yl)pyridin-2-yl]carbamate (792 mg, 2.47 mmol, 1.1 eq) are dissolved in 10 mL 1,4-dioxan. To this mixture Bis(tricyclohexylphosphine)palladium(II)-dichloride (166 mg, 0.22 mmol, 0.1 eq) and 5.4 mL sodium carbonate solution (2 molar) are added. The reaction mixture is flushed with argon for 5 mins and then sealed. Next the mixture is heated for 12 mins at 150°...